From a dataset of the Open Reaction Database (ORD), a public repository of structured organic reaction records. describe an organic reaction: reactants, conditions, products, and yield Run in O (water), C(Cl)(Cl)(Cl)Cl (CCl4). Isolated yield 89.1%. Product: N(=[N+]=[N-])C=1C=C(C=CC1)C1=CC(=CC=C1)C(=O)OC(C)(C)C (3-Azido-3'-tert-butoxycarbonylbiphenyl). The reactants are CC=1C=C(C=CC1)C1=CC(=CC=C1)C(=O)OC(C)(C)C (3-Methyl-3'-tert-butoxycarbonylbiphenyl), C(Cl)Cl (methylene chloride), BrN1C(CCC1=O)=O (N-bromosuccinimide), [N-]=[N+]=[N-].[Na+] (sodium azide). Reaction conditions: temperature 80 celsius. The reagents and catalysts are C(C1=CC=CC=C1)(=O)OOC(C1=CC=CC=C1)=O (Dibenzoyl peroxide). Reaction SMILES: C[C:2]1[CH:3]=[C:4]([C:8]2[CH:13]=[CH:12][CH:11]=[C:10]([C:14]([O:16][C:17]([CH3:20])([CH3:19])[CH3:18])=[O:15])[CH:9]=2)[CH:5]=[CH:6][CH:7]=1.BrN1C(=O)CCC1=O.[N-:29]=[N+:30]=[N-:31].[Na+].C(Cl)Cl>C(Cl)(Cl)(Cl)Cl.C(OOC(=O)C1C=CC=CC=1)(=O)C1C=CC=CC=1.O>[N:29]([C:2]1[CH:3]=[C:4]([C:8]2[CH:13]=[CH:12][CH:11]=[C:10]([C:14]([O:16][C:17]([CH3:20])([CH3:19])[CH3:18])=[O:15])[CH:9]=2)[CH:5]=[CH:6][CH:7]=1)=[N+:30]=[N-:31] |f:2.3|. Reported procedure: Compound 19 (2.18 g, 8.13 mmol) and N-bromosuccinimide (1.70 g, 9.50 mmol) was suspended in 60 mL of CCl4. Dibenzoyl peroxide (20 mg) was added and the mixture was refluxed for 1.5 hr. After removing the solid, the filtrate was washed with concentrated sodium bicarbonate and dried over sodium sulfate. 1H NMR showed the crude material contained 70% of monobrominated and 30% of dibrominated product. This material was dissolved in 20 mL of DMSO and sodium azide (3.70 g, 57 mmol) was added. The mixt...